Dataset: the Open Reaction Database (ORD), a public repository of structured organic reaction records. Task: describe an organic reaction: reactants, conditions, products, and yield The reactants are C(C)(=O)OC=1C=C(C=CC1)C1=C(C(CO1)(C)C)C(COCCCCCCCCCCC(=O)OCC)(C)C (5-(3-acetoxyphenyl)-4-(13-ethoxycarbonyl-1,1-dimethyl-3-oxatridecan-1-yl)-3,3-dimethyl-2,3-dihydrofuran), C(C)(=O)OC=1C=C(C=CC1)C1=C(C(CO1)(C)C)C(COCCCCCCCCCCC(=O)OCC)(C)C (5-(3-acetoxyphenyl)-4-(13-ethoxycarbonyl-1,1-dimethyl-3-oxatridecan-1-yl)-3,3-dimethyl-2,3-dihydrofuran), [Na] (sodium), O=O (oxygen). Solvent: ClCCl (dichloromethane). Product: C(C)(=O)OC=1C=C(C=CC1)C12OCC(C2(OO1)C(COCCCCCCCCCCC(=O)OCC)(C)C)(C)C (1-(3-acetoxyphenyl)-5-(13-ethoxycarbonyl-1,1-dimethyl-3-oxatridecan-1-yl)-4,4-dimethyl-2,6,7-trioxabicyclo[3.2.0]heptane). RXN SMILES: [C:1]([O:4][C:5]1[CH:6]=[C:7]([C:11]2[O:15][CH2:14][C:13]([CH3:17])([CH3:16])[C:12]=2[C:18]([CH3:37])([CH3:36])[CH2:19][O:20][CH2:21][CH2:22][CH2:23][CH2:24][CH2:25][CH2:26][CH2:27][CH2:28][CH2:29][CH2:30][C:31]([O:33][CH2:34][CH3:35])=[O:32])[CH:8]=[CH:9][CH:10]=1)(=[O:3])[CH3:2].[Na].[O:39]=[O:40]>ClCCl>[C:1]([O:4][C:5]1[CH:6]=[C:7]([C:11]23[O:40][O:39][C:12]2([C:18]([CH3:36])([CH3:37])[CH2:19][O:20][CH2:21][CH2:22][CH2:23][CH2:24][CH2:25][CH2:26][CH2:27][CH2:28][CH2:29][CH2:30][C:31]([O:33][CH2:34][CH3:35])=[O:32])[C:13]([CH3:16])([CH3:17])[CH2:14][O:15]3)[CH:8]=[CH:9][CH:10]=1)(=[O:3])[CH3:2] |^1:37|. Procedure details: 5-(3-acetoxyphenyl)-4-(13-ethoxycarbonyl-1,1-dimethyl-3-oxatridecan-1-yl)-3,3-dimethyl-2,3-dihydrofuran (compound (24)) (57.8 mg, 0.112 mmol) and TPP (0.6 mg) were added to dichloromethane (6 mL), and the mixture was irradiated with visible light by a 940 W sodium lamp in an oxygen atmosphere at 0° C. for 30 minutes. The reaction mixture was concentrated, and the concentrate was put into a silica gel column and developed with a mixed solvent of hexane and ethyl acetate (10:1 to 5:1), whereby 1-(... Reactants: COC=1C=C2C(=CC=NC2=CC1OC)O (6,7-dimethoxyquinolin-4-ol), ClC1=C(C=CC(=C1)[N+](=O)[O-])F (2-chloro-1-fluoro-4-nitrobenzene). Product: ClC=1C=C(N)C=CC1OC1=CC=NC2=CC(=C(C=C12)OC)OC (3-chloro-4-[(6,7-dimethoxy-4-quinolyl)oxy]aniline). As a reaction SMILES: [CH3:1][O:2][C:3]1[CH:4]=[C:5]2[C:10](=[CH:11][C:12]=1[O:13][CH3:14])[N:9]=[CH:8][CH:7]=[C:6]2[OH:15].[Cl:16][C:17]1[CH:22]=[C:21]([N+:23]([O-])=O)[CH:20]=[CH:19][C:18]=1F>>[Cl:16][C:17]1[CH:22]=[C:21]([CH:20]=[CH:19][C:18]=1[O:15][C:6]1[C:5]2[C:10](=[CH:11][C:12]([O:13][CH3:14])=[C:3]([O:2][CH3:1])[CH:4]=2)[N:9]=[CH:8][CH:7]=1)[NH2:23]. Procedure: N1 was prepared from 6,7-dimethoxyquinolin-4-ol and 2-chloro-1-fluoro-4-nitrobenzene following the general procedure reported in Preparative Example 1 Step 1-2. 1H NMR (400 MHz, d6-DMSO, 300K) δ 3.92 (s, 6H), 5.45 (br s, 2H), 6.28 (d, J=5.3 Hz, 1H), 6.61 (dd, J=8.7 Hz, J=2.6 Hz, 1H), 6.78 (d, J=2.6 Hz, 1H), 7.07 (d, J=8.7 Hz, 1H), 7.36 (s, 1H), 7.50 (s, 1H), 8.42 (d, J=5.3 Hz, 1H). MS (ES) C17H16ClN2O3 requires: 330. Found: 331 (M+H)+. The reactants are COc1ccc(C2CO2)cc1OCCOC1CCCCO1, CCO, CC(N)CCc1ccccc1. The product is COc1ccc(C(O)CNC(C)CCc2ccccc2)cc1OCCOC1CCCCO1. Reaction SMILES: [CH3:1][O:2][c:3]1[c:4]([O:12][CH2:13][CH2:14][O:15][CH:16]2[O:17][CH2:18][CH2:19][CH2:20][CH2:21]2)[cH:5][c:6]([CH:7]2[CH2:8][O:9]2)[cH:10][cH:11]1.[CH3:33][CH2:34][OH:35].[c:22]1([CH2:28][CH2:29][CH:30]([CH3:31])[NH2:32])[cH:23][cH:24][cH:25][cH:26][cH:27]1>>[CH3:1][O:2][c:3]1[c:4]([O:12][CH2:13][CH2:14][O:15][CH:16]2[O:17][CH2:18][CH2:19][CH2:20][CH2:21]2)[cH:5][c:6]([CH:7]([CH2:8][NH:32][CH:30]([CH2:29][CH2:28][c:22]2[cH:23][cH:24][cH:25][cH:26][cH:27]2)[CH3:31])[OH:9])[cH:10][cH:11]1.